The task is: describe an organic reaction: reactants, conditions, products, and yield. This data is from the Open Reaction Database (ORD), a public repository of structured organic reaction records. Starting materials: C(C)(=O)Cl (acetic acid chloride), ClC(COC(=O)C1=C(C(S([C@H]2N1C([C@H]2C(CC2=CC=CC=C2)=O)=O)=O)N)CC2=CC=C(C1=CC=CC=C21)OC)(Cl)Cl (3-(4-methoxy-1-naphthylmethyl)-7β-phenylacetyl-amino-ceph-3-em-4-carboxylic acid 2,2,2-trichloroethyl ester 1-oxide), C1CCCS1(=O)=O (tetramethylenesulphone), S(=O)([O-])S(=O)[O-].[Na+].[Na+] (sodium dithionite), C(C)(=O)Cl (acetic acid chloride), C(O)([O-])=O.[Na+] (sodium hydrogen carbonate). Solvent: 9, C(C)#N (acetonitrile). Reaction conditions: time 30 minute. Yields the product ClC(COC(=O)C1=C(C(S[C@H]2N1C([C@H]2C(CC2=CC=CC=C2)=O)=O)N)CC2=CC=C(C1=CC=CC=C21)OC)(Cl)Cl (3-(4-methoxy-1-naphthylmethyl)-7β-phenylacetyl-amino-ceph-3-em-4-carboxylic acid 2,2,2-trichloroethyl ester). As a reaction SMILES: [Cl:1][C:2]([Cl:41])([Cl:40])[CH2:3][O:4][C:5]([C:7]1[N:12]2[C:13](=[O:24])[C@@H:14]([C:15](=[O:23])[CH2:16][C:17]3[CH:22]=[CH:21][CH:20]=[CH:19][CH:18]=3)[C@H:11]2[S:10](=O)[CH:9]([NH2:26])[C:8]=1[CH2:27][C:28]1[C:37]2[C:32](=[CH:33][CH:34]=[CH:35][CH:36]=2)[C:31]([O:38][CH3:39])=[CH:30][CH:29]=1)=[O:6].C1S(=O)(=O)CCC1.S(S([O-])=O)([O-])=O.[Na+].[Na+].C(Cl)(=O)C.C(=O)([O-])O.[Na+]>C(#N)C>[Cl:40][C:2]([Cl:1])([Cl:41])[CH2:3][O:4][C:5]([C:7]1[N:12]2[C:13](=[O:24])[C@@H:14]([C:15](=[O:23])[CH2:16][C:17]3[CH:18]=[CH:19][CH:20]=[CH:21][CH:22]=3)[C@H:11]2[S:10][CH:9]([NH2:26])[C:8]=1[CH2:27][C:28]1[C:37]2[C:32](=[CH:33][CH:34]=[CH:35][CH:36]=2)[C:31]([O:38][CH3:39])=[CH:30][CH:29]=1)=[O:6] |f:2.3.4,6.7|. Procedure: A solution of 0.317 g of 3-(4-methoxy-1-naphthylmethyl)-7β-phenylacetyl-amino-ceph-3-em-4-carboxylic acid 2,2,2-trichloroethyl ester 1-oxide in 10 ml of a 9:1-mixture of tetramethylenesulphone and acetonitrile is treated with 0.250 g of sodium dithionite. The mixture is cooled to 0° and agitated in an ultrasonics bath, then treated with 0.275 g of acetic acid chloride. The mixture is allowed to react for 30 minutes and an equal amount of acetic acid chloride is again added. After a further 30 mi... Starting materials: [N+](=O)(O)[O-] (nitric acid), CC=1C=C2C(=CC(OC2=C(C1)C)=O)O (6,8-dimethyl-4-hydroxycoumarin), C(Cl)(Cl)Cl (chloroform). Conditions: time 2 hour. Yields the product CC1=CC=C2C(=CC(OC2=C1C)=O)O (7,8-dimethyl-4-hydroxycoumarin). Reaction SMILES: [N+]([O-])(O)=O.C[C:6]1[CH:7]=[C:8]2[C:13](=[C:14]([CH3:16])[CH:15]=1)[O:12][C:11](=[O:17])[CH:10]=[C:9]2[OH:18].[CH:19](Cl)(Cl)Cl>>[CH3:19][C:15]1[C:14]([CH3:16])=[C:13]2[C:8]([C:9]([OH:18])=[CH:10][C:11](=[O:17])[O:12]2)=[CH:7][CH:6]=1. Reported procedure: Fuming nitric acid (13 ml) was added to a stirred suspension of 6,8-dimethyl-4-hydroxycoumarin (m.p. 253°- 255°; 2.21g) in chloroform (200 ml) at room temperature over 2 hours. After standing for a further 2 hours, the solvent was removed in vacuo at room temperature and 6N hydrochloric acid (50 ml) added to the residue. Filtration and recrystallisation from ethanol gave the product, m.p. 169.5°-170°(d), (C11H9NO5 requires C, 56.18; H, 3.86; N, 5.96. Found; C, 56.22; H, 3.99; N, 5.84). Starting materials: CC#CCn1c(N2CCCC(NC(=O)OC(C)(C)C)C2)nc2nc(Cl)nc(Cl)c21, CC(=O)[O-], CS(C)=O, [Na+]. The product is CC#CCn1c(N2CCCC(NC(=O)OC(C)(C)C)C2)nc2nc(Cl)[nH]c(=O)c21. As a reaction SMILES: [CH2:1]([C:2]#[C:3][CH3:4])[n:5]1[c:6]([N:16]2[CH2:17][CH:18]([NH:22][C:23]([O:24][C:25]([CH3:26])([CH3:27])[CH3:28])=[O:29])[CH2:19][CH2:20][CH2:21]2)[n:7][c:8]2[n:9][c:10]([Cl:15])[n:11][c:12]([Cl:14])[c:13]12.[CH3:31][C:32]([O-:33])=[O:34].[CH3:35][S:36](=[O:37])[CH3:38].[Na+:30]>>[CH2:1]([C:2]#[C:3][CH3:4])[n:5]1[c:6]([N:16]2[CH2:17][CH:18]([NH:22][C:23]([O:24][C:25]([CH3:26])([CH3:27])[CH3:28])=[O:29])[CH2:19][CH2:20][CH2:21]2)[n:7][c:8]2[n:9][c:10]([Cl:15])[nH:11][c:12](=[O:33])[c:13]12. Reactants: COC(=O)c1cc(S(C)(=O)=O)c(Nc2ccc(S(F)(F)(F)(F)F)cc2)cc1C, CO, Cl, [Na+], [OH-], O. Yields the product Cc1cc(Nc2ccc(S(F)(F)(F)(F)F)cc2)c(S(C)(=O)=O)cc1C(=O)O. RXN SMILES: [CH3:1][S:2](=[O:3])(=[O:4])[c:5]1[c:6]([NH:16][c:17]2[cH:18][cH:19][c:20]([S:23]([F:24])([F:25])([F:26])([F:27])[F:28])[cH:21][cH:22]2)[cH:7][c:8]([CH3:15])[c:9]([C:10](=[O:11])[O:12][CH3:13])[cH:14]1.[CH3:33][OH:34].[ClH:32].[Na+:30].[OH-:29].[OH2:31]>>[CH3:1][S:2](=[O:3])(=[O:4])[c:5]1[c:6]([NH:16][c:17]2[cH:18][cH:19][c:20]([S:23]([F:24])([F:25])([F:26])([F:27])[F:28])[cH:21][cH:22]2)[cH:7][c:8]([CH3:15])[c:9]([C:10](=[O:11])[OH:12])[cH:14]1. Starting materials: O=C1CCC(=O)N1Cl, Nc1ccc(-c2cc(=O)c3c(N)cccc3o2)cc1, C1COCCO1. Yields the product Nc1ccc(-c2cc(=O)c3c(N)c(Cl)ccc3o2)cc1. As a reaction SMILES: [Cl:20][N:21]1[C:22](=[O:23])[CH2:24][CH2:25][C:26]1=[O:27].[NH2:1][c:2]1[cH:3][cH:4][cH:5][c:6]2[c:7]1[c:8](=[O:19])[cH:9][c:10](-[c:12]1[cH:13][cH:14][c:15]([NH2:18])[cH:16][cH:17]1)[o:11]2.[O:28]1[CH2:29][CH2:30][O:31][CH2:32][CH2:33]1>>[NH2:1][c:2]1[c:3]([Cl:20])[cH:4][cH:5][c:6]2[c:7]1[c:8](=[O:19])[cH:9][c:10](-[c:12]1[cH:13][cH:14][c:15]([NH2:18])[cH:16][cH:17]1)[o:11]2. The reactants are NC1=C(C(=NC=N1)N[C@@H](C)C1=NC2=C(N1C1CC1)C(=CC=C2)C(=O)O)C#N ((S)-2-(1-(6-amino-5-cyanopyrimidin-4-ylamino)ethyl)-1-cyclopropyl-1H-benzo[d]imidazole-7-carboxylic acid), C1(CCCC1)N (cyclopentanamine), C(C)N(C(C)C)C(C)C (N-ethyl-N-isopropylpropan-2-amine), N1(N=NC2=C1C=CC=C2)O[P+](N2CCCC2)(N2CCCC2)N2CCCC2 (benzotriazol-1-yl-oxytripyrrolidinophosphonium). Run in CCOC(=O)C (EtOAc), CN(C)C=O (DMF). Conditions: time 2 hour. The product is NC1=C(C(=NC=N1)N[C@@H](C)C1=NC2=C(N1C1CC1)C(=CC=C2)C(=O)NC2CCCC2)C#N (2-((1S)-1-((6-amino-5-cyano-4-pyrimidinyl)amino)ethyl)-N-cyclopentyl-1-cyclopropyl-1H-benzimidazole-7-carboxamide). As a reaction SMILES: [NH2:1][C:2]1[N:7]=[CH:6][N:5]=[C:4]([NH:8][C@H:9]([C:11]2[N:15]([CH:16]3[CH2:18][CH2:17]3)[C:14]3[C:19]([C:23]([OH:25])=O)=[CH:20][CH:21]=[CH:22][C:13]=3[N:12]=2)[CH3:10])[C:3]=1[C:26]#[N:27].[CH:28]1([NH2:33])[CH2:32][CH2:31][CH2:30][CH2:29]1.C(N(C(C)C)C(C)C)C.N1(O[P+](N2CCCC2)(N2CCCC2)N2CCCC2)C2C=CC=CC=2N=N1>CN(C=O)C.CCOC(C)=O>[NH2:1][C:2]1[N:7]=[CH:6][N:5]=[C:4]([NH:8][C@H:9]([C:11]2[N:15]([CH:16]3[CH2:17][CH2:18]3)[C:14]3[C:19]([C:23]([NH:33][CH:28]4[CH2:32][CH2:31][CH2:30][CH2:29]4)=[O:25])=[CH:20][CH:21]=[CH:22][C:13]=3[N:12]=2)[CH3:10])[C:3]=1[C:26]#[N:27]. Procedure: To a solution of crude (S)-2-(1-(6-amino-5-cyanopyrimidin-4-ylamino)ethyl)-1-cyclopropyl-1H-benzo[d]imidazole-7-carboxylic acid (132 mg, 0.36 mmol) in DMF (3 mL) was added cyclopentanamine (0.10 mL, 1.0 mmol), N-ethyl-N-isopropylpropan-2-amine (0.060 mL, 0.36 mmol) and 1 h-benzotriazol-1-yl-oxytripyrrolidinophosphonium (190 mg, 0.36 mmol). The resulting mixture was stirred at rt for 2 h. The reaction mixture was diluted with EtOAc, washed with water, brine, dried over magnesium sulfate, and conc... The reactants are ClC(COC(=O)Cl)(Cl)Cl (2,2,2-Trichloroethylchloroformate), N1=CC(=CC=C1)C=O (pyridine-3-aldehyde), CC=1NC(CSC1)=O (5-Methyl-2H-1,4-thiazin-3(4H)-one). Run in C(C)#N (acetonitrile). Run at time 0.5 hour. Yields the product CC=1NC(CSC1C1C(=CN(C=C1)C(=O)OCC(Cl)(Cl)Cl)C=O)=O (5-methyl-6-[1-(2,2,2-trichloroethoxycarbonyl)-3-formyl-1,4-dihydro-4-pyridinyl]-2H-1,4-thiazin-3(4H)-one). Isolated yield 44.0%. As a reaction SMILES: [Cl:1][C:2]([Cl:9])([Cl:8])[CH2:3][O:4][C:5](Cl)=[O:6].[N:10]1[CH:15]=[CH:14][CH:13]=[C:12]([CH:16]=[O:17])[CH:11]=1.[CH3:18][C:19]1[NH:20][C:21](=[O:25])[CH2:22][S:23][CH:24]=1>C(#N)C>[CH3:18][C:19]1[NH:20][C:21](=[O:25])[CH2:22][S:23][C:24]=1[CH:13]1[CH:14]=[CH:15][N:10]([C:5]([O:4][CH2:3][C:2]([Cl:9])([Cl:8])[Cl:1])=[O:6])[CH:11]=[C:12]1[CH:16]=[O:17]. Reported procedure: 2,2,2-Trichloroethylchloroformate (2.13 ml) was added dropwise to a solution of pyridine-3-aldehyde (1.66 g) in dry acetonitrile (50 ml) under ice-cooling, and the mixture was stirred for 0.5 hour. 5-Methyl-2H-1,4-thiazin-3(4H)-one (1.0 g) was added to the mixture. The reaction mixture was further stirred at ambient temperature for 1 hour. The solvent was removed under reduced pressure. The residue was chromatographed on silica gel (Wakogel C-200) column, using ethyl acetate-n-hexane (=1:1) as a...